From a dataset of the Open Reaction Database (ORD), a public repository of structured organic reaction records. describe an organic reaction: reactants, conditions, products, and yield Run in C(Cl)Cl (methylene chloride). Reaction conditions: temperature 10 celsius, time 3 hour. The reactants are OC1=C(C=C2C(=NC=NC2=C1)OC=1C=C2C=CNC2=CC1)OC (7-hydroxy-4-(indol-5-yloxy)-6-methoxyquinazoline), N(=NC(=O)OCC)C(=O)OCC (diethyl azodicarboxylate), C1(=CC=CC=C1)P(C1=CC=CC=C1)C1=CC=CC=C1 (triphenylphosphine), OCCN1CCOCC1 (4-(2-hydroxyethyl)morpholine). Yields the product N1C=CC2=CC(=CC=C12)OC1=NC=NC2=CC(=C(C=C12)OC)OCCN1CCOCC1 (4-(indol-5-yloxy)-6-methoxy-7-(2-morpholinoethoxy)quinazoline). Procedure: To a solution of 7-hydroxy-4-(indol-5-yloxy)-6-methoxyquinazoline (183 mg, 0.6 mmol), (prepared as described for the starting material in Example 107), triphenylphosphine (235 mg, 0.89 mmol) and 4-(2-hydroxyethyl)morpholine (93 mg, 0.72 mmol) in methylene chloride (4 ml) cooled at 10° C. was added diethyl azodicarboxylate (140 μl, 0.89 mmol). After stirring at ambient temperature for 3 hours, the mixture was left overnight at 5° C. The mixture was poured onto a column of silica and eluted with m... Reaction SMILES: [OH:1][C:2]1[CH:11]=[C:10]2[C:5]([C:6]([O:12][C:13]3[CH:14]=[C:15]4[C:19](=[CH:20][CH:21]=3)[NH:18][CH:17]=[CH:16]4)=[N:7][CH:8]=[N:9]2)=[CH:4][C:3]=1[O:22][CH3:23].C1(P(C2C=CC=CC=2)C2C=CC=CC=2)C=CC=CC=1.O[CH2:44][CH2:45][N:46]1[CH2:51][CH2:50][O:49][CH2:48][CH2:47]1.N(C(OCC)=O)=NC(OCC)=O>C(Cl)Cl>[NH:18]1[C:19]2[C:15](=[CH:14][C:13]([O:12][C:6]3[C:5]4[C:10](=[CH:11][C:2]([O:1][CH2:44][CH2:45][N:46]5[CH2:51][CH2:50][O:49][CH2:48][CH2:47]5)=[C:3]([O:22][CH3:23])[CH:4]=4)[N:9]=[CH:8][N:7]=3)=[CH:21][CH:20]=2)[CH:16]=[CH:17]1. Isolated yield 54.3%. Starting materials: CCOC(=O)c1nc(-c2cc(Br)c(OCc3ccc(OC)cc3)c(Br)c2)no1, CCO, NCc1cccc(C(F)(F)F)c1. Yields the product COc1ccc(COc2c(Br)cc(-c3noc(C(=O)NCc4cccc(C(F)(F)F)c4)n3)cc2Br)cc1. As a reaction SMILES: [Br:1][c:2]1[cH:3][c:4](-[c:19]2[n:20][o:21][c:22]([C:24](=[O:25])[O:26][CH2:27][CH3:28])[n:23]2)[cH:5][c:6]([Br:18])[c:7]1[O:8][CH2:9][c:10]1[cH:11][cH:12][c:13]([O:16][CH3:17])[cH:14][cH:15]1.[CH3:41][CH2:42][OH:43].[F:29][C:30]([c:31]1[cH:32][c:33]([CH2:34][NH2:35])[cH:36][cH:37][cH:38]1)([F:39])[F:40]>>[Br:1][c:2]1[cH:3][c:4](-[c:19]2[n:20][o:21][c:22]([C:24](=[O:25])[NH:35][CH2:34][c:33]3[cH:32][c:31]([C:30]([F:29])([F:39])[F:40])[cH:38][cH:37][cH:36]3)[n:23]2)[cH:5][c:6]([Br:18])[c:7]1[O:8][CH2:9][c:10]1[cH:11][cH:12][c:13]([O:16][CH3:17])[cH:14][cH:15]1.